The task is: describe an organic reaction: reactants, conditions, products, and yield. This data is from the Open Reaction Database (ORD), a public repository of structured organic reaction records. Reactants: COC(=O)C=Cc1ccc(Nc2c(C#N)cnc3cc(OC)c(OC)cc23)c2c1OCO2, CO, [Na+], [OH-]. Product: COc1cc2ncc(C#N)c(Nc3ccc(C=CC(=O)O)c4c3OCO4)c2cc1OC. RXN SMILES: [C:1](#[N:2])[c:3]1[cH:4][n:5][c:6]2[cH:7][c:8]([O:31][CH3:32])[c:9]([O:29][CH3:30])[cH:10][c:11]2[c:12]1[NH:13][c:14]1[c:15]2[c:16]([c:17]([CH:20]=[CH:21][C:22](=[O:23])[O:24][CH3:25])[cH:18][cH:19]1)[O:26][CH2:27][O:28]2.[CH3:35][OH:36].[Na+:34].[OH-:33]>>[C:1](#[N:2])[c:3]1[cH:4][n:5][c:6]2[cH:7][c:8]([O:31][CH3:32])[c:9]([O:29][CH3:30])[cH:10][c:11]2[c:12]1[NH:13][c:14]1[c:15]2[c:16]([c:17]([CH:20]=[CH:21][C:22](=[O:23])[OH:24])[cH:18][cH:19]1)[O:26][CH2:27][O:28]2. Starting materials: Cl.ClC=1C=C(C=CC1)C1(CCCC1)CC(=N)N (2-(1-(3-Chlorophenyl)-cyclopentyl)-acetamidine hydrochloride), C(C)(C)(C)OC(=O)C1=NC(=NC(=C1OCC1=CC=CC=C1)O)CC1(CCCC1)C1=CC=C(C=C1)C(F)(F)F (5-benzyloxy-6-hydroxy-2-[1-(4-trifluoromethyl-phenyl)-cyclopentylmethyl]-pyrimidine-4-carboxylic acid tert-butyl ester). The product is C(C1=CC=CC=C1)OC=1C(=NC(=NC1O)CC1(CCCC1)C1=CC(=CC=C1)Cl)C(=O)OC(C)(C)C (tert-butyl 5-(benzyloxy)-2-((1-(3-chlorophenyl)cyclopentyl)methyl)-6-hydroxypyrimidine-4-carboxylate). As a reaction SMILES: Cl.[Cl:2][C:3]1[CH:4]=[C:5]([C:9]2([CH2:14][C:15]([NH2:17])=[NH:16])[CH2:13][CH2:12][CH2:11][CH2:10]2)[CH:6]=[CH:7][CH:8]=1.[C:18]([O:22][C:23]([C:25]1[C:30]([O:31][CH2:32][C:33]2[CH:38]=[CH:37][CH:36]=[CH:35][CH:34]=2)=[C:29]([OH:39])N=C(CC2(C3C=CC(C(F)(F)F)=CC=3)CCCC2)N=1)=[O:24])([CH3:21])([CH3:20])[CH3:19]>>[CH2:32]([O:31][C:30]1[C:25]([C:23]([O:22][C:18]([CH3:21])([CH3:20])[CH3:19])=[O:24])=[N:16][C:15]([CH2:14][C:9]2([C:5]3[CH:6]=[CH:7][CH:8]=[C:3]([Cl:2])[CH:4]=3)[CH2:13][CH2:12][CH2:11][CH2:10]2)=[N:17][C:29]=1[OH:39])[C:33]1[CH:38]=[CH:37][CH:36]=[CH:35][CH:34]=1 |f:0.1|. Reported procedure: tert-butyl 5-(benzyloxy)-2-((1-(3-chlorophenyl)cyclopentyl)methyl)-6-hydroxypyrimidine-4-carboxylate (500) was synthesized as a white solid from 2-(1-(3-chlorophenyl)-cyclopentyl)-acetamidine hydrochloride (499) following the procedure described for 5-benzyloxy-2-[1-(4-trifluoromethyl-phenyl)-cyclopentylmethyl]-6-hydroxypyrimidine-4-carboxylic acid tert-butyl ester (243). The reactants are C([O-])([O-])=O.[K+].[K+] (potassium carbonate), [N+](=[N-])=CC(=O)OCC (ethyl diazoacetate), C(C1=CC=CC=C1)OC(=O)N1CCC(CC1)=O (4-oxo-piperidine-1-carboxylic acid benzyl ester). Run in CCOCC (ether), CCOCC (ether), CCOCC (ether). Product: C(C)OC(=O)C1CCN(CCC1=O)C(=O)OCC1=CC=CC=C1 (5-Oxo-azepane-1,4-dicarboxylic acid 1-benzyl ester 4-ethyl ester). As a reaction SMILES: [CH2:1]([O:8][C:9]([N:11]1[CH2:16][CH2:15][C:14](=[O:17])[CH2:13][CH2:12]1)=[O:10])[C:2]1[CH:7]=[CH:6][CH:5]=[CH:4][CH:3]=1.[N+](=[CH:20][C:21]([O:23][CH2:24][CH3:25])=[O:22])=[N-].C(=O)([O-])[O-].[K+].[K+]>CCOCC>[CH2:24]([O:23][C:21]([CH:20]1[C:14](=[O:17])[CH2:13][CH2:12][N:11]([C:9]([O:8][CH2:1][C:2]2[CH:3]=[CH:4][CH:5]=[CH:6][CH:7]=2)=[O:10])[CH2:16][CH2:15]1)=[O:22])[CH3:25] |f:2.3.4|. Reported procedure: To 1.0 g (4.28 mmol) 4-oxo-piperidine-1-carboxylic acid benzyl ester in 5 mL anhydrous ether maintained between −25° C. and −30° C. were added, over 20 minutes, solutions of 0.7 mL (5.56 mmol) BF3Et2O in 1.5 mL anhydrous ether, followed by 0.67 mL (6.42 mmol) ethyl diazoacetate in 1.5 mL anhydrous ether, and the reaction was maintained between −25° C. and −30° C. for 1 hour. The mixture was allowed to warm up to room temperature, 10 mL 30% potassium carbonate solution was added and the mixture e... Reactants: COc1cccc(CN(CC(O)C(Cc2cc(F)cc(F)c2)NC(=O)c2cc(C(C)=O)cc(N3CCCCS3(=O)=O)c2)C(=O)OC(C)(C)C)c1, Cl. Yields the product COc1cccc(CNCC(O)C(Cc2cc(F)cc(F)c2)NC(=O)c2cc(C(C)=O)cc(N3CCCCS3(=O)=O)c2)c1. Reaction SMILES: [C:1]([O:2][C:3](=[O:4])[N:7]([CH2:8][c:9]1[cH:10][c:11]([O:15][CH3:16])[cH:12][cH:13][cH:14]1)[CH2:17][CH:18]([CH:19]([CH2:20][c:21]1[cH:22][c:23]([F:28])[cH:24][c:25]([F:27])[cH:26]1)[NH:29][C:30]([c:31]1[cH:32][c:33]([C:45]([CH3:46])=[O:47])[cH:34][c:35]([N:37]2[S:38](=[O:43])(=[O:44])[CH2:39][CH2:40][CH2:41][CH2:42]2)[cH:36]1)=[O:48])[OH:49])([CH3:5])([CH3:6])[CH3:50].[ClH:51]>>[NH:7]([CH2:8][c:9]1[cH:10][c:11]([O:15][CH3:16])[cH:12][cH:13][cH:14]1)[CH2:17][CH:18]([CH:19]([CH2:20][c:21]1[cH:22][c:23]([F:28])[cH:24][c:25]([F:27])[cH:26]1)[NH:29][C:30]([c:31]1[cH:32][c:33]([C:45]([CH3:46])=[O:47])[cH:34][c:35]([N:37]2[S:38](=[O:43])(=[O:44])[CH2:39][CH2:40][CH2:41][CH2:42]2)[cH:36]1)=[O:48])[OH:49].